From a dataset of the Open Reaction Database (ORD), a public repository of structured organic reaction records. describe an organic reaction: reactants, conditions, products, and yield The reactants are CCCC[Sn](=O)CCCC, Cc1ccccc1, O=C(c1ccccc1)C(O)(CO)c1ccccc1. Product: CCCC[Sn]1(CCCC)OCC(C(=O)c2ccccc2)(c2ccccc2)O1. RXN SMILES: [CH2:1]([CH2:2][CH2:3][CH3:4])[Sn:5]([CH2:6][CH2:7][CH2:8][CH3:9])=[O:10].[CH3:29][c:30]1[cH:31][cH:32][cH:33][cH:34][cH:35]1.[OH:11][C:12]([C:13](=[O:14])[c:15]1[cH:16][cH:17][cH:18][cH:19][cH:20]1)([CH2:21][OH:22])[c:23]1[cH:24][cH:25][cH:26][cH:27][cH:28]1>>[CH2:1]([CH2:2][CH2:3][CH3:4])[Sn:5]1([CH2:6][CH2:7][CH2:8][CH3:9])[O:10][CH2:21][C:12]([C:13](=[O:14])[c:15]2[cH:16][cH:17][cH:18][cH:19][cH:20]2)([c:23]2[cH:24][cH:25][cH:26][cH:27][cH:28]2)[O:11]1. Reactants: C([O-])([O-])=O.[K+].[K+] (potassium carbonate), [I-].[K+] (potassium iodide), FC=1C=C2C(=CNC2=CC1)C1CCNCC1 (4-(5-fluoro-1H-indol-3-yl)piperidine), ClCCN1CCN(CC1)C1=C(C=CC=C1)OC (1-(2-chloroethyl)-4-(2-methoxyphenyl)piperazine). Run in C(C)#N (acetonitrile), O (water). Yields the product FC=1C=C2C(=CNC2=CC1)C1CCN(CC1)CCN1CCN(CC1)C1=C(C=CC=C1)OC (5-Fluoro-3-(1-{2-[4-(2-methoxyphenyl)piperazin-1-yl]ethyl}piperidin-4-yl)-1H-indole). The yield is 82.7%. RXN SMILES: C(=O)([O-])[O-].[K+].[K+].[I-].[K+].[F:9][C:10]1[CH:11]=[C:12]2[C:16](=[CH:17][CH:18]=1)[NH:15][CH:14]=[C:13]2[CH:19]1[CH2:24][CH2:23][NH:22][CH2:21][CH2:20]1.Cl[CH2:26][CH2:27][N:28]1[CH2:33][CH2:32][N:31]([C:34]2[CH:39]=[CH:38][CH:37]=[CH:36][C:35]=2[O:40][CH3:41])[CH2:30][CH2:29]1>C(#N)C.O>[F:9][C:10]1[CH:11]=[C:12]2[C:16](=[CH:17][CH:18]=1)[NH:15][CH:14]=[C:13]2[CH:19]1[CH2:24][CH2:23][N:22]([CH2:26][CH2:27][N:28]2[CH2:29][CH2:30][N:31]([C:34]3[CH:39]=[CH:38][CH:37]=[CH:36][C:35]=3[O:40][CH3:41])[CH2:32][CH2:33]2)[CH2:21][CH2:20]1 |f:0.1.2,3.4|. Procedure: Pulverized potassium carbonate (0.35 g, 2.5 mmole) and potassium iodide (0.44 g, 2.5 mmole) was added to a mixture of 4-(5-fluoro-1H-indol-3-yl)piperidine (0.5 g, 2.3 mmole) and 1-(2-chloroethyl)-4-(2-methoxyphenyl)piperazine (0.58 g, 2.3 mmole) in 20 ml of acetonitrile. The resulting mixture was heated to reflux under nitrogen for 3 hours. After cooling, it was diluted with water (150 ml) and the product extracted into ethyl acetate (50 ml). The organic layer was washed with water (50 ml), brin... Starting materials: C1(=CC=CC=C1)NC#N (phenyl cyanamide), O1CC1CC (1,2-epoxy butane), C([O-])([O-])=O.[K+].[K+] (potassium carbonate). The solvent is C(C)C(=O)C (methyl ethyl ketone). Run at time 8 hour. The product is N=C1OC(CN1C1=CC=CC=C1)CC (2-Imino-3-phenyl-5-ethyl-1,3-oxazolidine). As a reaction SMILES: [C:1]1([NH:7][C:8]#[N:9])[CH:6]=[CH:5][CH:4]=[CH:3][CH:2]=1.[O:10]1[CH:12]([CH2:13][CH3:14])[CH2:11]1.C(=O)([O-])[O-].[K+].[K+]>C(C(C)=O)C>[NH:9]=[C:8]1[N:7]([C:1]2[CH:6]=[CH:5][CH:4]=[CH:3][CH:2]=2)[CH2:11][CH:12]([CH2:13][CH3:14])[O:10]1 |f:2.3.4|. Procedure: In a flask were combined 3.0 grams (g) (25.4 mmol) phenyl cyanamide, 1.83 g (25.4 mmol) 1,2-epoxy butane, 3.51 g (25.4 mmol) potassium carbonate and 50 milliliters (ml) methyl ethyl ketone. The mixture was stirred overnight under a nitrogen blanket at room temperature. It was then filtered and the methyl ethyl ketone removed in vacuo. The solids recovered from the filter were extracted with acetone and combined with the residue from the main portion. The combined solids were dissolved in water a... Starting materials: C1=CC=C(C=C1)P(C2=CC=CC=C2)C3=C(C4=CC=CC=C4C=C3)C5=C(C=CC6=CC=CC=C65)P(C7=CC=CC=C7)C8=CC=CC=C8 ((S)-BINAP), C(CCCC)C1C(C(CC1)=CN(C1=CC=CC=C1)C)=O (2-pentyl-5-(N-methyl-anilinomethylene)cyclopentanone), BrC1=CC=C(C=C1)C(F)(F)F (4-bromobenzotrifluoride), CCCC[O-].[Na+] (sodium 1-butoxide). Reagents/catalysts: C=1C=CC(=CC1)/C=C/C(=O)/C=C/C2=CC=CC=C2.C=1C=CC(=CC1)/C=C/C(=O)/C=C/C2=CC=CC=C2.C=1C=CC(=CC1)/C=C/C(=O)/C=C/C2=CC=CC=C2.[Pd].[Pd] (tris(dibenzylideneacetone)dipalladium). The solvent is C1(=CC=CC=C1)C (Toluene). Reaction conditions: time 1 minute. Yields the product FC(C1=CC=C(C=C1)C1(C(C(CC1)=CN(C1=CC=CC=C1)C)=O)CCCCC)(F)F (2-(4-Trifluoromethylphenyl)-2-pentyl-5-(N-methyl-anilinomethylene)-cyclopentanone). Isolated yield 71.2%. RXN SMILES: C1C=CC(P(C2C=CC3C(=CC=CC=3)C=2C2C3C(=CC=CC=3)C=CC=2P(C2C=CC=CC=2)C2C=CC=CC=2)C2C=CC=CC=2)=CC=1.[CH2:47]([CH:52]1[CH2:56][CH2:55][C:54](=[CH:57][N:58]([CH3:65])[C:59]2[CH:64]=[CH:63][CH:62]=[CH:61][CH:60]=2)[C:53]1=[O:66])[CH2:48][CH2:49][CH2:50][CH3:51].Br[C:68]1[CH:73]=[CH:72][C:71]([C:74]([F:77])([F:76])[F:75])=[CH:70][CH:69]=1.CCCC[O-].[Na+]>C1C=CC(/C=C/C(/C=C/C2C=CC=CC=2)=O)=CC=1.C1C=CC(/C=C/C(/C=C/C2C=CC=CC=2)=O)=CC=1.C1C=CC(/C=C/C(/C=C/C2C=CC=CC=2)=O)=CC=1.[Pd].[Pd].C1(C)C=CC=CC=1>[F:75][C:74]([F:77])([F:76])[C:71]1[CH:72]=[CH:73][C:68]([C:52]2([CH2:47][CH2:48][CH2:49][CH2:50][CH3:51])[CH2:56][CH2:55][C:54](=[CH:57][N:58]([CH3:65])[C:59]3[CH:64]=[CH:63][CH:62]=[CH:61][CH:60]=3)[C:53]2=[O:66])=[CH:69][CH:70]=1 |f:3.4,5.6.7.8.9|. Procedure details: An oven dried Schlenk tube equipped with a rubber septum was cooled under an argon purge. The septum was removed and the tube was charged with tris(dibenzylideneacetone)dipalladium (0) (23 mg, 0.025 mmol, 10 mol % Pd), (S)-BINAP (46 mg, 0.075 mmol, 15 mol %) and 2-pentyl-5-(N-methyl-anilinomethylene)cyclopentanone (136 mg, 0.5 mmol). Toluene (2 mL) was added and the mixture was stirred for 1 min at room temperature. 4-bromobenzotrifluoride (225 mg, 1.0 mmol) and sodium 1-butoxide (96 mg, 1.0 mmo... Reactants: BrCC(=O)N1[C@@H](C[C@@H](C1)F)C#N ((2S,4S)-1-(2-bromoacetyl)-4-fluoropyrrolidine-2-carbonitrile), Cl.F[C@H]1C[C@H](NC1)C(=O)N ((2S,4S)-4-fluoropyrrolidine-2-carboxamide hydrochloride), ClCC(=O)Cl (chloroacetyl chloride). Yields the product ClCC(=O)N1[C@@H](C[C@@H](C1)F)C#N ((2S,4S)-1-(2-chloroacetyl)-4-fluoropyrrolidine-2-carbonitrile). As a reaction SMILES: Br[CH2:2][C:3]([N:5]1[CH2:9][C@@H:8]([F:10])[CH2:7][C@H:6]1[C:11]#[N:12])=[O:4].Cl.F[C@@H]1CN[C@H](C(N)=O)C1.[Cl:23]CC(Cl)=O>>[Cl:23][CH2:2][C:3]([N:5]1[CH2:9][C@@H:8]([F:10])[CH2:7][C@H:6]1[C:11]#[N:12])=[O:4] |f:1.2|. Procedure details: According to the production process of (2S,4S)-1-(2-bromoacetyl)-4-fluoropyrrolidine-2-carbonitrile described in WO 02/38541 pamphlet, (2S,4S)-4-fluoropyrrolidine-2-carboxamide hydrochloride (5.00 g) and chloroacetyl chloride (2.60 mL) were used to obtain (2S,4S)-1-(2-chloroacetyl)-4-fluoropyrrolidine-2-carbonitrile (4.96 g).